describe an organic reaction: reactants, conditions, products, and yield From a dataset of the Open Reaction Database (ORD), a public repository of structured organic reaction records. The yield is 2.1%. The product is C(C)OC(=O)C=1C=NN(C1)C1=NC2=CC=C(C=C2C(N1)=O)C(=O)N1CCCC1 (1-[4-oxo-6-(pyrrolidine-1-carbonyl)-3,4-dihydro-quinazolin-2-yl]-1H-pyrazole-4-carboxylic acid ethyl ester). Reagents/catalysts: [Ti](Cl)(Cl)(Cl)Cl (Titanium (IV) chloride). Run in C(C)O (ethanol). Reported procedure: Titanium (IV) chloride (0.377 mL, 3.43 mmol) was carefully added to a solution of 1-{ethoxycarbonylamino-[4-(pyrrolidine-1-carbonyl)-phenylimino]-methyl}-1H-pyrazole-4-carboxylic acid ethyl ester (0.977 g, 2.29 mmol) and DCE (5.5 mL). The reaction mixture was heated to 100° C. for 2.5 h and was then cooled to room temperature and quenched with ethanol (10 mL). The resulting solution was concentrated and the residue was partitioned between DCM (30 mL) and water (30 mL). The two layers were filter... Reactants: C(C)OC(=O)C=1C=NN(C1)C(=NC1=CC=C(C=C1)C(=O)N1CCCC1)NC(=O)OCC (1-{ethoxycarbonylamino-[4-(pyrrolidine-1-carbonyl)-phenylimino]-methyl}-1H-pyrazole-4-carboxylic acid ethyl ester), ClCCCl (DCE). Reaction conditions: temperature 100 celsius. RXN SMILES: [CH2:1]([O:3][C:4]([C:6]1[CH:7]=[N:8][N:9]([C:11]([NH:26][C:27](OCC)=[O:28])=[N:12][C:13]2[CH:18]=[CH:17][C:16]([C:19]([N:21]3[CH2:25][CH2:24][CH2:23][CH2:22]3)=[O:20])=[CH:15][CH:14]=2)[CH:10]=1)=[O:5])[CH3:2].ClCCCl>[Ti](Cl)(Cl)(Cl)Cl.C(O)C>[CH2:1]([O:3][C:4]([C:6]1[CH:7]=[N:8][N:9]([C:11]2[NH:26][C:27](=[O:28])[C:14]3[C:13](=[CH:18][CH:17]=[C:16]([C:19]([N:21]4[CH2:22][CH2:23][CH2:24][CH2:25]4)=[O:20])[CH:15]=3)[N:12]=2)[CH:10]=1)=[O:5])[CH3:2]. Starting materials: CCOC(=O)c1cccc(N(C(=O)OC(C)(C)C)c2ncc(Br)n3ncnc23)c1, CC1(C)OB(c2cn[nH]c2)OC1(C)C, [K+], [K+], O=C([O-])[O-], C1COCCO1, O. The product is CCOC(=O)c1cccc(N(C(=O)OC(C)(C)C)c2ncc(-c3cn[nH]c3)n3ncnc23)c1. As a reaction SMILES: [CH2:1]([CH3:2])[O:3][C:4]([c:5]1[cH:6][c:7]([N:11]([C:12](=[O:13])[O:14][C:15]([CH3:16])([CH3:17])[CH3:18])[c:19]2[c:20]3[n:21]([c:22]([Br:25])[cH:23][n:24]2)[n:26][cH:27][n:28]3)[cH:8][cH:9][cH:10]1)=[O:29].[CH3:30][C:31]1([CH3:32])[C:33]([CH3:34])([CH3:35])[O:36][B:37]([c:38]2[cH:39][n:40][nH:41][cH:42]2)[O:43]1.[K+:44].[K+:45].[O-:46][C:47]([O-:48])=[O:49].[O:50]1[CH2:51][CH2:52][O:53][CH2:54][CH2:55]1.[OH2:56]>>[CH2:1]([CH3:2])[O:3][C:4]([c:5]1[cH:6][c:7]([N:11]([C:12](=[O:13])[O:14][C:15]([CH3:16])([CH3:17])[CH3:18])[c:19]2[c:20]3[n:21]([c:22](-[c:38]4[cH:39][n:40][nH:41][cH:42]4)[cH:23][n:24]2)[n:26][cH:27][n:28]3)[cH:8][cH:9][cH:10]1)=[O:29]. Starting materials: Nc1nc(Cl)cc(-c2ccncc2)n1, Cl, Cc1c[nH]c2nccc(Oc3ccc(N)cc3F)c12, [Na+], [Na+], O=C([O-])[O-], O. Yields the product Cc1c[nH]c2nccc(Oc3ccc(Nc4cc(-c5ccncc5)nc(N)n4)cc3F)c12. RXN SMILES: [Cl:20][c:21]1[n:22][c:23]([NH2:33])[n:24][c:25](-[c:27]2[cH:28][cH:29][n:30][cH:31][cH:32]2)[cH:26]1.[ClH:34].[F:1][c:2]1[cH:3][c:4]([NH2:19])[cH:5][cH:6][c:7]1[O:8][c:9]1[c:10]2[c:11]([n:12][cH:13][cH:14]1)[nH:15][cH:16][c:17]2[CH3:18].[Na+:35].[Na+:36].[O-:37][C:38](=[O:39])[O-:40].[OH2:41]>>[F:1][c:2]1[cH:3][c:4]([NH:19][c:21]2[n:22][c:23]([NH2:33])[n:24][c:25](-[c:27]3[cH:28][cH:29][n:30][cH:31][cH:32]3)[cH:26]2)[cH:5][cH:6][c:7]1[O:8][c:9]1[c:10]2[c:11]([n:12][cH:13][cH:14]1)[nH:15][cH:16][c:17]2[CH3:18]. Reactants: [Al+3], CCOC(=O)c1cnc2ccc(Cl)cc2c1Nc1ccc(Cc2ccccc2)cc1, C1CCOC1, CCO, [H-], [H-], [H-], [H-], [Li+], O. Yields the product OCc1cnc2ccc(Cl)cc2c1Nc1ccc(Cc2ccccc2)cc1. RXN SMILES: [Al+3:32].[CH2:1]([c:2]1[cH:3][cH:4][cH:5][cH:6][cH:7]1)[c:8]1[cH:9][cH:10][c:11]([NH:14][c:15]2[c:16]([C:26](=[O:27])[O:28][CH2:29][CH3:30])[cH:17][n:18][c:19]3[cH:20][cH:21][c:22]([Cl:25])[cH:23][c:24]23)[cH:12][cH:13]1.[CH2:38]1[O:39][CH2:40][CH2:41][CH2:42]1.[CH3:43][CH2:44][OH:45].[H-:31].[H-:34].[H-:35].[H-:36].[Li+:33].[OH2:37]>>[CH2:1]([c:2]1[cH:3][cH:4][cH:5][cH:6][cH:7]1)[c:8]1[cH:9][cH:10][c:11]([NH:14][c:15]2[c:16]([CH2:26][OH:27])[cH:17][n:18][c:19]3[cH:20][cH:21][c:22]([Cl:25])[cH:23][c:24]23)[cH:12][cH:13]1. Starting materials: residue, imine, CO (methanol), Cl.C1(CC1)CC(C[C@@H](C(=O)OC)N)(F)F ((S)-5-cyclopropyl-4,4-difluoro-1-methoxy-1-oxopentan-2-amine hydrochloride), FC(C(=O)C1=CC=CC=C1)(F)F (trifluoroacetophenone), C([O-])([O-])=O.[K+].[K+] (potassium carbonate). Reagents/catalysts: [BH4-].[Zn+2].[BH4-] (zinc borohydride). Solvent: C(C)#N (acetonitrile), C(C)(C)O (isopropanol). Reaction conditions: temperature 60 celsius, time 20 hour. Product: C1(CC1)CC(C[C@@H](C(=O)O)N[C@H](C(F)(F)F)C1=CC=CC=C1)(F)F ((S)-5-cyclopropyl-4,4-difluoro-2-((S)-2,2,2-trifluoro-1-phenylethylamino)pentanoic acid). Yield: 7.5%. RXN SMILES: Cl.[CH:2]1([CH2:5][C:6]([F:15])([F:14])[CH2:7][C@H:8]([NH2:13])[C:9]([O:11]C)=[O:10])[CH2:4][CH2:3]1.[F:16][C:17]([F:27])([F:26])[C:18]([C:20]1[CH:25]=[CH:24][CH:23]=[CH:22][CH:21]=1)=O.C(=O)([O-])[O-].[K+].[K+].CO>C(O)(C)C.C(#N)C.[BH4-].[Zn+2].[BH4-]>[CH:2]1([CH2:5][C:6]([F:15])([F:14])[CH2:7][C@H:8]([NH:13][C@@H:18]([C:20]2[CH:25]=[CH:24][CH:23]=[CH:22][CH:21]=2)[C:17]([F:26])([F:16])[F:27])[C:9]([OH:11])=[O:10])[CH2:4][CH2:3]1 |f:0.1,3.4.5,9.10.11|. Reported procedure: (S)-5-cyclopropyl-4,4-difluoro-1-methoxy-1-oxopentan-2-amine hydrochloride (250 mg, 10 mmol), trifluoroacetophenone (179 mg, 10 mmol), potassium carbonate (426 mg, 30 mmol) was charged in isopropanol (10 mL) under nitrogen. The reaction mixture stirred for 20 h at 60° C. When TLC showed an absence of starting material, is the mixture was filtered under hot and the solids were washed with isopropanol (20 mL) and the filtrates were combined and concentrated under reduced pressure. The residue (400... The reactants are COC1=C(C=CC=C1)CC(=O)O (o-methoxyphenylacetic acid), ClC1=C(C=CC=C1)C(C(=O)O)C (2-(2-Chlorophenyl)propionic acid). Yields the product COC1=C(C=CC=C1)C(C(=O)O)C (2-(2-Methoxyphenyl)propionic acid). Yield: 39.0%. RXN SMILES: [CH3:1][O:2][C:3]1[CH:8]=[CH:7][CH:6]=[CH:5][C:4]=1[CH2:9][C:10]([OH:12])=[O:11].Cl[C:14]1C=CC=CC=1C(C)C(O)=O>>[CH3:1][O:2][C:3]1[CH:8]=[CH:7][CH:6]=[CH:5][C:4]=1[CH:9]([CH3:14])[C:10]([OH:12])=[O:11]. Procedure: The titled compound was prepared from o-methoxyphenylacetic acid in 39% yield in the same manner as the preparation of 2-(2-Chlorophenyl)propionic acid in Example 184a. Yields the product FC1=C(C(=C(C2=C1N=C(O2)C)NS(=O)(=O)C2CC2)NC2=C(C=C(C=C2)I)F)F (Cyclopropanesulfonic acid [4,5-difluoro-6-(2-fluoro-4-iodo-phenylamino)-2-methyl-benzooxazol-7-yl]amide), product. The yield is 5.7%. Procedure details: Compound 1E was prepared from 8-cyclopropanesulfonyl-4,5-difluoro-6-(2-fluoro-4-iodo-phenyl)-2-methyl-6,8-dihydro-imidazo[4′,5′:3,4]benzo[1,2-d]oxazol-7-one (I-22a: 55 mg, 0.12 mmol) and potassium trimethylsilonolate (30 mg, 0.18 mmol) using procedures analogous to those described above for Compound 1A to afford 3 mg of the product (5.66% yield). H1NMR (CDCl3, 300 MHz): δ 7.40 (d, 1H), 7.30-7.22 (m, 1H), 6.59 (s, 1H), 6.49 (s, 1H), 6.40-6.30 (m, 1H), 2.70 (s, 3H), 2.66-2.58 (m, 1H), 1.22-1.14 (m... Reaction SMILES: [CH:1]1([S:4]([N:7]2[C:11]3[C:12]4[O:16][C:15]([CH3:17])=[N:14][C:13]=4[C:18]([F:21])=[C:19]([F:20])[C:10]=3[N:9]([C:22]3[CH:27]=[CH:26][C:25]([I:28])=[CH:24][C:23]=3[F:29])C2=O)(=[O:6])=[O:5])[CH2:3][CH2:2]1.[K].FC1C2N=COC=2C(NS(C2CC2)(=O)=O)=C(NC2C=CC(I)=CC=2F)C=1F>>[F:21][C:18]1[C:13]2[N:14]=[C:15]([CH3:17])[O:16][C:12]=2[C:11]([NH:7][S:4]([CH:1]2[CH2:3][CH2:2]2)(=[O:6])=[O:5])=[C:10]([NH:9][C:22]2[CH:27]=[CH:26][C:25]([I:28])=[CH:24][C:23]=2[F:29])[C:19]=1[F:20] |^1:30|. Reactants: FC1=C(C(=C(C2=C1N=CO2)NS(=O)(=O)C2CC2)NC2=C(C=C(C=C2)I)F)F (Cyclopropanesulfonic acid [4,5-difluoro-6-(2-fluoro-4-iodo-phenylamino)-benzooxazol-7-yl]-amide), C1(CC1)S(=O)(=O)N1C(N(C2=C1C1=C(N=C(O1)C)C(=C2F)F)C2=C(C=C(C=C2)I)F)=O (8-cyclopropanesulfonyl-4,5-difluoro-6-(2-fluoro-4-iodo-phenyl)-2-methyl-6,8-dihydro-imidazo[4′,5′:3,4]benzo[1,2-d]oxazol-7-one), [K] (potassium).